This data is from the Open Reaction Database (ORD), a public repository of structured organic reaction records. The task is: describe an organic reaction: reactants, conditions, products, and yield Starting materials: CO, [H][H], [N-]=[N+]=NCc1ccccc1-c1ccccc1C(=O)Nc1ccc(C(=O)N2CCCc3ccccc32)cc1, C1COCCO1. The product is NCc1ccccc1-c1ccccc1C(=O)Nc1ccc(C(=O)N2CCCc3ccccc32)cc1. Reaction SMILES: [CH3:40][OH:41].[H:38][H:39].[N:1](=[N+:2]=[N-:3])[CH2:4][c:5]1[c:6](-[c:11]2[c:12]([C:13](=[O:14])[NH:15][c:16]3[cH:17][cH:18][c:19]([C:20](=[O:21])[N:22]4[CH2:23][CH2:24][CH2:25][c:26]5[cH:27][cH:28][cH:29][cH:30][c:31]54)[cH:32][cH:33]3)[cH:34][cH:35][cH:36][cH:37]2)[cH:7][cH:8][cH:9][cH:10]1.[O:42]1[CH2:43][CH2:44][O:45][CH2:46][CH2:47]1>>[NH2:1][CH2:4][c:5]1[c:6](-[c:11]2[c:12]([C:13](=[O:14])[NH:15][c:16]3[cH:17][cH:18][c:19]([C:20](=[O:21])[N:22]4[CH2:23][CH2:24][CH2:25][c:26]5[cH:27][cH:28][cH:29][cH:30][c:31]54)[cH:32][cH:33]3)[cH:34][cH:35][cH:36][cH:37]2)[cH:7][cH:8][cH:9][cH:10]1. The reactants are S(=O)(Cl)Cl (thionyl chloride), OCC1=NC=CC2=C1OCO2 (2-Hydroxymethyl-3,4-methylenedioxypyridine), C(O)([O-])=O.[Na+] (sodium hydrogen carbonate). The solvent is C(Cl)Cl (methylene chloride). Yields the product ClCC1=NC=CC2=C1OCO2 (2-chloromethyl-3,4-methylenedioxypyridine). Reaction SMILES: O[CH2:2][C:3]1[C:8]2[O:9][CH2:10][O:11][C:7]=2[CH:6]=[CH:5][N:4]=1.S(Cl)([Cl:14])=O.C(=O)([O-])O.[Na+]>C(Cl)Cl>[Cl:14][CH2:2][C:3]1[C:8]2[O:9][CH2:10][O:11][C:7]=2[CH:6]=[CH:5][N:4]=1 |f:2.3|. Procedure: 2-Hydroxymethyl-3,4-methylenedioxypyridine (90 mg, 0.59 mmol) was dissolved in methylene chloride (10 ml) and thionyl chloride (240 mg, 2 mmol) was added. After 10 min at ambient temperature the mixture was hydrolysed with sodium hydrogen carbonate and the phases were separated. The organic phase was dried over sodium sulphate, filtered and concentrated under reduced pressure. Yield: 90 mg (88%) of the title compound (crude).